describe an organic reaction: reactants, conditions, products, and yield From a dataset of the Open Reaction Database (ORD), a public repository of structured organic reaction records. Starting materials: C(=O)(OCC)CC(=O)Cl (carboethoxyacetyl chloride), C(C)N (ethylamine). Run in C1=CC=CC=C1 (benzene). Conditions: time 8 hour. The product is C(C)NC(CC(=O)OCC)=O (N-Ethyl-carboethoxyacetamide). As a reaction SMILES: [C:1]([CH2:6][C:7](Cl)=[O:8])([O:3][CH2:4][CH3:5])=[O:2].[CH2:10]([NH2:12])[CH3:11]>C1C=CC=CC=1>[CH2:10]([NH:12][C:7](=[O:8])[CH2:6][C:1]([O:3][CH2:4][CH3:5])=[O:2])[CH3:11]. Procedure details: To 15.0 g. (0.1 mole) of carboethoxyacetyl chloride in 150 ml. of benzene is added, with cooling, 9.9 g. (0.22 mole) of ethylamine in 50 ml. of the same solvent. The reaction mixture is allowed to stir at room temperature overnight, followed by filtration. The filtrate is washed with water, dried over sodium sulfate and concentrated to dryness. The residual product is washed several times with diisopropyl ether and dried in vacuo. The crude product is employed in the next reaction without furthe... Starting materials: O=C([O-])[O-], CC(C)(C)OC(=O)N1CCNCC1, [Cs+], [Cs+], C1COCCO1, c1ccc(P(c2ccccc2)c2ccc3ccccc3c2-c2c(P(c3ccccc3)c3ccccc3)ccc3ccccc23)cc1, O=S(=O)(c1ccccc1)c1cccc(Br)c1. The product is CC(C)(C)OC(=O)N1CCN(c2cccc(S(=O)(=O)c3ccccc3)c2)CC1. Reaction SMILES: [C:47](=[O:48])([O-:49])[O-:50].[C:69]([CH3:70])([CH3:71])([CH3:72])[O:73][C:74](=[O:75])[N:76]1[CH2:77][CH2:78][NH:79][CH2:80][CH2:81]1.[Cs+:51].[Cs+:52].[O:82]1[CH2:83][CH2:84][O:85][CH2:86][CH2:87]1.[c:1]1([P:2]([c:3]2[cH:4][cH:5][cH:6][cH:7][cH:8]2)[c:9]2[cH:10][cH:11][c:12]3[c:13]([cH:14][cH:15][cH:16][cH:17]3)[c:18]2-[c:19]2[c:20]3[c:21]([cH:22][cH:23][cH:24][cH:25]3)[cH:26][cH:27][c:28]2[P:29]([c:30]2[cH:31][cH:32][cH:33][cH:34][cH:35]2)[c:36]2[cH:37][cH:38][cH:39][cH:40][cH:41]2)[cH:42][cH:43][cH:44][cH:45][cH:46]1.[c:53]1([S:59](=[O:60])(=[O:61])[c:62]2[cH:63][c:64]([Br:68])[cH:65][cH:66][cH:67]2)[cH:54][cH:55][cH:56][cH:57][cH:58]1>>[c:53]1([S:59](=[O:60])(=[O:61])[c:62]2[cH:63][c:64]([N:79]3[CH2:78][CH2:77][N:76]([C:74]([O:73][C:69]([CH3:70])([CH3:71])[CH3:72])=[O:75])[CH2:81][CH2:80]3)[cH:65][cH:66][cH:67]2)[cH:54][cH:55][cH:56][cH:57][cH:58]1. The reactants are C1=CC(=CC=C1CCO)O (tyrosol), Cl (HCl), N1=CC=CC=C1 (pyridine), ClC(Cl)(OC(OC(Cl)(Cl)Cl)=O)Cl (Triphosgene). Solvent: C(Cl)Cl (DCM), C(Cl)Cl (DCM). Conditions: time 15 minute. The product is C1=CC(=CC=C1CCO)O.C([O-])([O-])=O (Tyrosol Carbonate). As a reaction SMILES: [CH:1]1[C:6]([CH2:7][CH2:8][OH:9])=[CH:5][CH:4]=[C:3]([OH:10])[CH:2]=1.N1C=CC=CC=1.ClC(Cl)([O:20][C:21](=[O:27])[O:22]C(Cl)(Cl)Cl)Cl.Cl>C(Cl)Cl>[CH:1]1[C:6]([CH2:7][CH2:8][OH:9])=[CH:5][CH:4]=[C:3]([OH:10])[CH:2]=1.[C:21](=[O:20])([O-:27])[O-:22] |f:5.6|. Reported procedure: In a 250 mL 3-necked round-bottomed flask equipped with a mechanical stirrer, and a liquid addition device were placed 10 g (0.073 mol) of tyrosol, 22 ml (0.277 mol) of pyridine, 60 mL of DCM and stirred for 15 min to get a clear solution. Triphosgene (7.0 g, 0.071 mol of phosgene) was dissolved in 25 mL of DCM and the solution was introduced into the reaction flask over 2-3 hours. After the addition was complete, the 100 mL of 0.2 M aqueous HCl was added to the reaction mixture and stirred for ... The reactants are OC1=C(C=O)C=CC(=C1OC)[N+](=O)[O-] (2-hydroxy-3-methoxy-4-nitro-benzaldehyde), C([O-])([O-])=O.[K+].[K+] (potassium carbonate), CI (methyl iodide). Run in CN(C)C=O (DMF). Run at temperature 90 celsius, time 1 hour. The product is COC1=C(C=O)C=CC(=C1OC)[N+](=O)[O-] (2,3-Dimethoxy-4-nitro-benzaldehyde). The yield is 73.5%. RXN SMILES: [OH:1][C:2]1[C:9]([O:10][CH3:11])=[C:8]([N+:12]([O-:14])=[O:13])[CH:7]=[CH:6][C:3]=1[CH:4]=[O:5].[C:15](=O)([O-])[O-].[K+].[K+].CI>CN(C=O)C>[CH3:15][O:1][C:2]1[C:9]([O:10][CH3:11])=[C:8]([N+:12]([O-:14])=[O:13])[CH:7]=[CH:6][C:3]=1[CH:4]=[O:5] |f:1.2.3|. Reported procedure: To a solution of 2-hydroxy-3-methoxy-4-nitro-benzaldehyde (10.4 g, 52.8 mmol, prepared as described in: J. Heterocyclic Chem., 1996, 33, 1171-78) in DMF (100 ml) was added potassium carbonate (11.04 g, 80 mmol), followed by methyl iodide (4 mL, 64 mmol) and the mixture stirred at 90° C. for 1 hour. The mixture was partitioned between ethyl acetate and water, separated, the organic phase was washed with brine, dried (Na2SO4), filtered, and the solvents were removed in vacuo. The resulting residue... Reactants: ClC1=CC=C(CN2C(N(N=C(C2=O)CO)C=2C=C(C=CC2)NC(C)=O)=O)C=C1 (N-(3-(4-(4-chlorobenzyl)-6-(hydroxymethyl)-3,5-dioxo-4,5-dihydro-1,2,4-triazin-2(3H)-yl)phenyl)acetamide), P(Br)(Br)Br (phosphorus tribromide). Solvent: saturated solution, C(=O)(O)[O-].[Na+] (NaHCO3), C(C)#N (acetonitrile). RXN SMILES: [Cl:1][C:2]1[CH:28]=[CH:27][C:5]([CH2:6][N:7]2[C:12](=[O:13])[C:11]([CH2:14]O)=[N:10][N:9]([C:16]3[CH:17]=[C:18]([NH:22][C:23](=[O:25])[CH3:24])[CH:19]=[CH:20][CH:21]=3)[C:8]2=[O:26])=[CH:4][CH:3]=1.P(Br)(Br)[Br:30]>C(#N)C.C([O-])(O)=O.[Na+]>[Cl:1][C:2]1[CH:28]=[CH:27][C:5]([CH2:6][N:7]2[C:12](=[O:13])[C:11]([CH2:14][Br:30])=[N:10][N:9]([C:16]3[CH:17]=[C:18]([NH:22][C:23](=[O:25])[CH3:24])[CH:19]=[CH:20][CH:21]=3)[C:8]2=[O:26])=[CH:4][CH:3]=1 |f:3.4|. Reported procedure: According to Scheme 7 Step 6: To a solution of N-(3-(4-(4-chlorobenzyl)-6-(hydroxymethyl)-3,5-dioxo-4,5-dihydro-1,2,4-triazin-2(3H)-yl)phenyl)acetamide (500 mg, 1.25 mmol) in acetonitrile (20 mL) under nitrogen atmosphere was added phosphorus tribromide (176 μL, 1.87 mmol) dropwise and the mixture was refluxed for 90 min. The reaction mixture was diluted with 200 mL a saturated solution of NaHCO3 (200 mL) and the aqueous layer was extracted twice with DCM (200 mL). The organic layers were combin... Yield: 93.2%. The product is ClC1=CC=C(CN2C(N(N=C(C2=O)CBr)C=2C=C(C=CC2)NC(C)=O)=O)C=C1 (N-(3-(4-(4-chlorobenzyl)-6-(bromomethyl)-3,5-dioxo-4,5-dihydro-1,2,4-triazin-2(3H)-yl)phenyl)acetamide).